From a dataset of the Open Reaction Database (ORD), a public repository of structured organic reaction records. describe an organic reaction: reactants, conditions, products, and yield The reactants are CC(C)(C)OC(=O)Nc1ccc(I)cc1[N+](=O)[O-], Cc1ccc(I)cc1. Yields the product Cc1ccc(-c2ccc(NC(=O)OC(C)(C)C)c([N+](=O)[O-])c2)cc1. RXN SMILES: [C:1]([CH3:2])([CH3:3])([CH3:4])[O:5][C:6]([NH:7][c:8]1[c:9]([N+:15](=[O:16])[O-:17])[cH:10][c:11]([I:14])[cH:12][cH:13]1)=[O:18].[I:19][c:20]1[cH:21][cH:22][c:23]([CH3:26])[cH:24][cH:25]1>>[C:1]([CH3:2])([CH3:3])([CH3:4])[O:5][C:6]([NH:7][c:8]1[c:9]([N+:15](=[O:16])[O-:17])[cH:10][c:11](-[c:20]2[cH:21][cH:22][c:23]([CH3:26])[cH:24][cH:25]2)[cH:12][cH:13]1)=[O:18]. The reactants are C(C)(=O)[O-].[Na+] (sodium acetate), NC1=NC=C(C=C1)Cl (2-amino-5-chloropyridine), [OH-].[Na+] (NaOH), BrBr (bromine). Run in C(C)(=O)O (acetic acid), C(C)(=O)O (acetic acid), O (water). Run at temperature 43 celsius. The product is NC1=NC=C(C=C1Br)Cl (2-Amino-3-bromo-5-chloropyridine). The yield is 70.7%. Reaction SMILES: C([O-])(=O)C.[Na+].[NH2:6][C:7]1[CH:12]=[CH:11][C:10]([Cl:13])=[CH:9][N:8]=1.[Br:14]Br.[OH-].[Na+]>C(O)(=O)C.O>[NH2:6][C:7]1[C:12]([Br:14])=[CH:11][C:10]([Cl:13])=[CH:9][N:8]=1 |f:0.1,4.5|. Procedure details: An acetic acid (400 mL) suspension of sodium acetate (57.1 g, 0.696 mol) and 2-amino-5-chloropyridine (89.5 g, 0.696 mol) was treated with a solution of bromine (35.9 mL, 0.696 mol) in acetic acid (15 mL) over a period of 1.25 hours with gentle warming to 43° C. The resulting orange slurry was then cooled to 15° C. and filtered to provide a solid which was subsequently dissolved in water, basified (pH 8.5) with 1N NaOH, and extracted with ethyl acetate (5×150 mL). The combined organic layers wer... Starting materials: CCOC(=O)CBr, O=Cc1cccc(O)c1Br, O=C([O-])[O-], [Cs+], [Cs+], CN(C)C=O. The product is CCOC(=O)COc1cccc(C=O)c1Br. RXN SMILES: [Br:17][CH2:18][C:19](=[O:20])[O:21][CH2:22][CH3:23].[Br:1][c:2]1[c:3]([CH:4]=[O:5])[cH:6][cH:7][cH:8][c:9]1[OH:10].[C:11](=[O:12])([O-:13])[O-:14].[Cs+:15].[Cs+:16].[O:24]=[CH:25][N:26]([CH3:27])[CH3:28]>>[Br:1][c:2]1[c:3]([CH:4]=[O:5])[cH:6][cH:7][cH:8][c:9]1[O:10][CH2:18][C:19](=[O:20])[O:21][CH2:22][CH3:23].